Dataset: the Open Reaction Database (ORD), a public repository of structured organic reaction records. Task: describe an organic reaction: reactants, conditions, products, and yield The reactants are [OH-].[K+] (potassium hydroxide), C(C)C1=C2C(=C(C=C(C2=CC=C1)/C=C(/C(=O)OCC)\C)OC)OCOC (ethyl (E)-3-(5-ethyl-3-methoxy-4-methoxymethoxy-1-naphthyl)-2-methylpropenoate), Cl (hydrochloric acid). Solvent: C(C)O (ethanol). The product is C(C)C1=C2C(=C(C=C(C2=CC=C1)/C=C(/C(=O)O)\C)OC)O ((E)-3-(5-ethyl-4-hydroxy-3-methoxy-1-naphthyl)-2-methylpropenoic acid). The yield is 102.8%. As a reaction SMILES: [CH2:1]([C:3]1[CH:12]=[CH:11][CH:10]=[C:9]2[C:4]=1[C:5]([O:23]COC)=[C:6]([O:21][CH3:22])[CH:7]=[C:8]2/[CH:13]=[C:14](\[CH3:20])/[C:15]([O:17]CC)=[O:16])[CH3:2].[OH-].[K+].Cl>C(O)C>[CH2:1]([C:3]1[CH:12]=[CH:11][CH:10]=[C:9]2[C:4]=1[C:5]([OH:23])=[C:6]([O:21][CH3:22])[CH:7]=[C:8]2/[CH:13]=[C:14](\[CH3:20])/[C:15]([OH:17])=[O:16])[CH3:2] |f:1.2|. Procedure: 28 g of ethyl (E)-3-(5-ethyl-3-methoxy-4-methoxymethoxy-1-naphthyl)-2-methylpropenoate was dissolved in 240 ml of ethanol and a potassium hydroxide aqueous solution (potassium hydroxide 28 g/water 55 ml) was added, followed by refluxing for 1 hour. 280 ml of 2N hydrochloric acid was added to the reaction mixture at ice bath temperature to make it acidic, followed by extraction with ethyl acetate. The organic layer was washed with brine, dried over anhydrous magnesium sulfate, and evaporated. Dii... Yields the product C(C)(C)N1N=CN=C1C=1SC=2CCOC3=C(C2N1)C=CC(=C3)C3CN(C3)CC(=O)N (2-{3-[2-(2-Isopropyl-2H-[1,2,4]triazol-3-yl)-4,5-dihydro-6-oxa-3-thia-1-aza-benzo[e]azulen-8-yl]-azetidin-1-yl}-acetamide). Run at time 18 hour. RXN SMILES: OC(C(F)(F)F)=O.[NH:8]1[CH2:11][CH:10]([C:12]2[CH:33]=[CH:32][C:15]3[C:16]4[N:17]=[C:18]([C:24]5[N:25]([CH:29]([CH3:31])[CH3:30])[N:26]=[CH:27][N:28]=5)[S:19][C:20]=4[CH2:21][CH2:22][O:23][C:14]=3[CH:13]=2)[CH2:9]1.C(=O)([O-])[O-].[K+].[K+].Br[CH2:41][C:42]([NH2:44])=[O:43]>C1COCC1>[CH:29]([N:25]1[C:24]([C:18]2[S:19][C:20]3[CH2:21][CH2:22][O:23][C:14]4[CH:13]=[C:12]([CH:10]5[CH2:11][N:8]([CH2:41][C:42]([NH2:44])=[O:43])[CH2:9]5)[CH:33]=[CH:32][C:15]=4[C:16]=3[N:17]=2)=[N:28][CH:27]=[N:26]1)([CH3:31])[CH3:30] |f:0.1,2.3.4|. Procedure: To a suspension of 8-azetidin-3-yl-2-(2-isopropyl-2H-[1,2,4]triazol-3-yl)-4,5-dihydro-6-oxa-3-thia-1-aza-benzo[e]azulene TFA salt 235 (200 mg, 0.42 mmol) in THF (3 mL) was added potassium carbonate (174 mg, 1.26 mmol) and 2-bromoacetamide (63 mg, 0.46 mmol) and the reaction mixture was stirred at RT for 18 hours. The volatiles were evaporated in vacuo and the residue partitioned between DCM and an aqueous saturated sodium bicarbonate solution. The organic layer was washed with water followed by ... The reactants are C([O-])([O-])=O.[K+].[K+] (potassium carbonate), BrCC(=O)N (2-bromoacetamide), OC(=O)C(F)(F)F.N1CC(C1)C1=CC2=C(C=3N=C(SC3CCO2)C=2N(N=CN2)C(C)C)C=C1 (8-azetidin-3-yl-2-(2-isopropyl-2H-[1,2,4]triazol-3-yl)-4,5-dihydro-6-oxa-3-thia-1-aza-benzo[e]azulene TFA salt). The solvent is C1CCOC1 (THF). Reactants: C(C)C1=NOC(=N1)C1=C(N=C(S1)N)C1=CC=CC=C1 (5-(3-ethyl-[1,2,4]oxadiazol-5-yl)-4-phenyl-thiazol-2-ylamine), CC(CC(=O)Cl)C (3-methyl-butyryl chloride). The product is C(C)C1=NOC(=N1)C1=C(N=C(S1)NC(CC(C)C)=O)C1=CC=CC=C1 (N-[5-(3-Ethyl-[1,2,4]oxadiazol-5-yl)-4-phenyl-thiazol-2-yl]-3-methyl-butyramide). As a reaction SMILES: [CH2:1]([C:3]1[N:7]=[C:6]([C:8]2[S:12][C:11]([NH2:13])=[N:10][C:9]=2[C:14]2[CH:19]=[CH:18][CH:17]=[CH:16][CH:15]=2)[O:5][N:4]=1)[CH3:2].[CH3:20][CH:21]([CH3:26])[CH2:22][C:23](Cl)=[O:24]>>[CH2:1]([C:3]1[N:7]=[C:6]([C:8]2[S:12][C:11]([NH:13][C:23](=[O:24])[CH2:22][CH:21]([CH3:26])[CH3:20])=[N:10][C:9]=2[C:14]2[CH:19]=[CH:18][CH:17]=[CH:16][CH:15]=2)[O:5][N:4]=1)[CH3:2]. Procedure: Prepared from 5-(3-ethyl-[1,2,4]oxadiazol-5-yl)-4-phenyl-thiazol-2-ylamine and 3-methyl-butyryl chloride. The reactants are C(C1=CC=CC=C1)N (benzyl amine), C(C)(=O)O[BH-](OC(C)=O)OC(C)=O.[Na+] (sodium triacetoxyborohydride), C(C)(=O)O (acetic acid), N1C=CC2=CC=CC(=C12)C=O (1H-indole-7-carboxaldehyde). The solvent is ClCCCl (1,2-dichloroethane), ClCCl (dichloromethane). Conditions: time 24 hour. The product is C(C1=CC=CC=C1)NCC=1C=CC=C2C=CNC12 (Benzyl-(1H-indol-7-ylmethyl)amine). Yield: 82.0%. Reaction SMILES: [CH2:1]([NH2:8])[C:2]1[CH:7]=[CH:6][CH:5]=[CH:4][CH:3]=1.C(O[BH-](OC(=O)C)OC(=O)C)(=O)C.[Na+].C(O)(=O)C.[NH:27]1[C:35]2[C:30](=[CH:31][CH:32]=[CH:33][C:34]=2[CH:36]=O)[CH:29]=[CH:28]1>ClCCCl.ClCCl>[CH2:1]([NH:8][CH2:36][C:34]1[CH:33]=[CH:32][CH:31]=[C:30]2[C:35]=1[NH:27][CH:28]=[CH:29]2)[C:2]1[CH:7]=[CH:6][CH:5]=[CH:4][CH:3]=1 |f:1.2|. Procedure details: Add benzyl amine (7.5 g, 69.7 mmol), sodium triacetoxyborohydride (20.7 g, 97.5 mmol) and acetic acid (6.0 mL, 104.6 mmol) to a solution of 1H-indole-7-carboxaldehyde (10.1 g, 69.7 mmol) in 1,2-dichloroethane (100 mL). Stir at ambient temperature for 24 hours. Dilute with dichloromethane and wash the organic layer with water. Dry with magnesium sulfate and concentrate. Purify by chromatography (silica gel; ethyl acetate/methanol; 10:0.3 to 10:1) to yield a light yellow solid (13.5 g, 82%). MS (E... Starting materials: N-Aryl-benzenesulfonamides, NC1=C(C=C(C=C1)Cl)C(=O)C1=CC=CC=C1 ((2-amino-5-chloro-phenyl)-phenyl-methanone), FC1=C(C=CC=C1)S(=O)(=O)Cl (2-fluoro-benzenesulfonyl chloride). Product: C(C1=CC=CC=C1)(=O)C1=C(C=CC(=C1)Cl)NS(=O)(=O)C1=C(C=CC=C1)F (N-(2-Benzoyl-4-chloro-phenyl)-2-fluoro-benzenesulfonamide). RXN SMILES: [NH2:1][C:2]1[CH:7]=[CH:6][C:5]([Cl:8])=[CH:4][C:3]=1[C:9]([C:11]1[CH:16]=[CH:15][CH:14]=[CH:13][CH:12]=1)=[O:10].[F:17][C:18]1[CH:23]=[CH:22][CH:21]=[CH:20][C:19]=1[S:24](Cl)(=[O:26])=[O:25]>>[C:9]([C:3]1[CH:4]=[C:5]([Cl:8])[CH:6]=[CH:7][C:2]=1[NH:1][S:24]([C:19]1[CH:20]=[CH:21][CH:22]=[CH:23][C:18]=1[F:17])(=[O:26])=[O:25])(=[O:10])[C:11]1[CH:12]=[CH:13][CH:14]=[CH:15][CH:16]=1. Procedure details: The title compound was prepared according to the general procedure for the synthesis of N-Aryl-benzenesulfonamides previously described using (2-amino-5-chloro-phenyl)-phenyl-methanone and 2-fluoro-benzenesulfonyl chloride. 1H NMR (CDCl3): δ (ppm): 6.88-6.93 (m, 1H), 7.16-7.20 (m, 1H), 7.38 (d, J=6.4 Hz, 1H), 7.41-7.46 (m, 4H), 7.52 (m, 2H), 7.58-7.62 (m, 1H), 7.70 (d, J=8.8 Hz, 1H), 7.81-7.85 (m, 1H), 10.10 (s, 1H). MS: m/z 390.0 (M++1). Starting materials: BrC=1C=C(C(=O)OC)C=CC1CBr (Methyl 3-bromo-4-(bromomethyl)benzoate), resultant mixture, ClC=1C=C2C=C(NC2=CC1)C(CCCCCC)=O (1-(5-Chloro-1H-indol-2-yl)heptan-1-one), C[Si](C)(C)[N-][Si](C)(C)C.[K+] (KHMDS). Run in C1CCOC1 (THF), C1CCOC1 (THF). Reaction conditions: time 30 minute. Product: BrC=1C=C(C(=O)OC)C=CC1CC(CCCCC)C(=O)C=1N(C2=CC=C(C=C2C1)Cl)C (Methyl 3-bromo-4-{(2RS)-2-[(5-chloro-1-methyl-1H-indol-2-yl)carbonyl]heptyl}benzoate). Reaction SMILES: [Cl:1][C:2]1[CH:3]=[C:4]2[C:8](=[CH:9][CH:10]=1)[NH:7][C:6]([C:11](=[O:18])[CH2:12][CH2:13][CH2:14][CH2:15][CH2:16][CH3:17])=[CH:5]2.[CH3:19][Si]([N-][Si](C)(C)C)(C)C.[K+].[Br:29][C:30]1[CH:31]=[C:32]([CH:37]=[CH:38][C:39]=1[CH2:40]Br)[C:33]([O:35][CH3:36])=[O:34]>C1COCC1>[Br:29][C:30]1[CH:31]=[C:32]([CH:37]=[CH:38][C:39]=1[CH2:40][CH:12]([C:11]([C:6]1[N:7]([CH3:19])[C:8]2[C:4]([CH:5]=1)=[CH:3][C:2]([Cl:1])=[CH:10][CH:9]=2)=[O:18])[CH2:13][CH2:14][CH2:15][CH2:16][CH3:17])[C:33]([O:35][CH3:36])=[O:34] |f:1.2|. Reported procedure: To a cooled (−78° C.) solution of the title compound of Example 1 Step B (161 mg, 0.58 mmol) in THF (3 mL) was added KHMDS (2.30 mL, 0.5 M in toluene, 1.15 mmol). After 30 min, a solution of the title compound of Example 2 Step A (357.0 mg, 1.16 mmol) in THF (3 mL) was added, and the resultant mixture was allowed to warm slowly to room temperature over 15 h. The mixture was then quenched by addition of sat. aq. NaHCO3, and the aqueous phase was extracted with EtOAc. The organic phase was dried o... The reactants are C1(=CC=CC=C1)S (Benzenethiol), O1C(OCC1)=O (1,3-dioxolan-2-one). Yields the product C1(=CC=CC=C1)SCCO (2-(phenylthio)ethanol). Reaction SMILES: [C:1]1([SH:7])[CH:6]=[CH:5][CH:4]=[CH:3][CH:2]=1.[O:8]1[CH2:12][CH2:11]OC1=O>>[C:1]1([S:7][CH2:11][CH2:12][OH:8])[CH:6]=[CH:5][CH:4]=[CH:3][CH:2]=1. Procedure details: Benzenethiol is reacted with 1,3-dioxolan-2-one to form 2-(phenylthio)ethanol. The 2-(phenylthio)ethanol is isolated and then converted to 2-(phenylthio)ethanethiol using triphenylphosphine, diisopropyl azodicarboxylate (DIAD), and thiolacetic acid followed by hydrolysis of the resulting acetate with potassium hydoxide in methanol. Reactants: CCN(C(C)C)C(C)C, COC(=O)CC(=O)Cl, ClCCl, Cl, CC(C)(C)OC(=O)N1CCC(N)CC1. Yields the product COC(=O)CC(=O)NC1CCN(C(=O)OC(C)(C)C)CC1. Reaction SMILES: [CH:24]([N:25]([CH2:26][CH3:27])[CH:28]([CH3:29])[CH3:30])([CH3:31])[CH3:32].[Cl:16][C:17]([CH2:18][C:19](=[O:20])[O:21][CH3:22])=[O:23].[Cl:33][CH2:34][Cl:35].[ClH:1].[NH2:2][CH:3]1[CH2:4][CH2:5][N:6]([C:9](=[O:10])[O:11][C:12]([CH3:13])([CH3:14])[CH3:15])[CH2:7][CH2:8]1>>[NH:2]([CH:3]1[CH2:4][CH2:5][N:6]([C:9](=[O:10])[O:11][C:12]([CH3:13])([CH3:14])[CH3:15])[CH2:7][CH2:8]1)[C:17]([CH2:18][C:19](=[O:20])[O:21][CH3:22])=[O:23].